From a dataset of the Open Reaction Database (ORD), a public repository of structured organic reaction records. describe an organic reaction: reactants, conditions, products, and yield Reactants: CC(C)C[AlH]CC(C)C (DIBAL), COC(=O)C=1N=C(OC1)C1=C2C=CN(C2=CC=C1)C(=O)OC(C)(C)C (tert-butyl 4-[4-(methoxycarbonyl)-1,3-oxazol-2-yl]-1H-indole-1-carboxylate), CC(C)C[AlH]CC(C)C (DIBAL), [C@@H]([C@H](C(=O)[O-])O)(C(=O)[O-])O.[Na+].[K+] (Rochelle salt). Run in C(Cl)Cl (DCM), C(Cl)(Cl)Cl (chloroform), C(Cl)Cl (DCM), C(Cl)Cl (DCM). Reaction conditions: time 1.5 hour. Yields the product OCC=1N=C(OC1)C1=C2C=CN(C2=CC=C1)C(=O)OC(C)(C)C (tert-butyl 4-[4-(hydroxymethyl)-1,3-oxazol-2-yl]-1H-indole-1-carboxylate). As a reaction SMILES: C[O:2][C:3]([C:5]1[N:6]=[C:7]([C:10]2[CH:18]=[CH:17][CH:16]=[C:15]3[C:11]=2[CH:12]=[CH:13][N:14]3[C:19]([O:21][C:22]([CH3:25])([CH3:24])[CH3:23])=[O:20])[O:8][CH:9]=1)=O.CC(C[AlH]CC(C)C)C.[C@H](O)(C([O-])=O)[C@@H](O)C([O-])=O.[Na+].[K+]>C(Cl)Cl.C(Cl)(Cl)Cl>[OH:2][CH2:3][C:5]1[N:6]=[C:7]([C:10]2[CH:18]=[CH:17][CH:16]=[C:15]3[C:11]=2[CH:12]=[CH:13][N:14]3[C:19]([O:21][C:22]([CH3:25])([CH3:24])[CH3:23])=[O:20])[O:8][CH:9]=1 |f:2.3.4|. Procedure details: To a solution of tert-butyl 4-[4-(methoxycarbonyl)-1,3-oxazol-2-yl]-1H-indole-1-carboxylate (512 mg) in DCM (10.2 mL) was added dropwise 1M DIBAL in DCM solution (4.2 mL) at 0° C. and the mixture was stirred at the same temperature for 1.5 hours. 1M DIBAL in DCM solution (0.60 mL) was added dropwise to the mixture. The mixture was stirred at 0° C. for 1.5 hours. To the resulting solution was added dropwise 1M Rochelle salt aqueous solution (25.0 mL) and the suspension was stirred at ambient temp... Starting materials: BrC1=CC=2C(CCC(C2C=C1)(C)C)(C)C (2-bromo-5,5,8,8-tetramethyl-5,6,7,8-tetrahydronaphthalene), C(CCC)[Li] (n-butyllithium), C1CCOC1 (THF), C(C)[Si](Cl)(Cl)CC (diethyldichlorosilane), C1CCOC1 (THF), [Si](C1=CC=CC=C1)(C1=CC=CC=C1)(C(C)(C)C)OCC1=CC=C(C=C1)Br (4-bromobenzyl tert-butyldiphenylsilyl ether), [Si](C1=CC=CC=C1)(C1=CC=CC=C1)(C(C)(C)C)OCC1=CC=C(C=C1)Br (4-bromobenzyl tert-butyldiphenylsilyl ether), C1CCOC1 (THF), C(CCC)[Li] (n-butyllithium). Conditions: time 1 hour. Yields the product C(C)C1=C(C([SiH2]C2=CC=3C(CCC(C3C=C2)(C)C)(C)C)(CC)O)C=CC=C1 (Diethyl(5,5,8,8-tetramethyl-5,6,7,8-tetrahydronaphthalen-2-yl]silylbenzyl alcohol). RXN SMILES: Br[C:2]1[CH:11]=[CH:10][C:9]2[C:8]([CH3:13])([CH3:12])[CH2:7][CH2:6][C:5]([CH3:15])([CH3:14])[C:4]=2[CH:3]=1.C([Li])C[CH2:18][CH3:19].C([Si:23](CC)(Cl)Cl)C.[Si]([O:45][CH2:46][C:47]1[CH:52]=[CH:51][C:50](Br)=[CH:49][CH:48]=1)(C(C)(C)C)(C1C=CC=CC=1)C1C=CC=CC=1.[CH2:54]1[CH2:58]OCC1>>[CH2:58]([C:52]1[CH:51]=[CH:50][CH:49]=[CH:48][C:47]=1[C:46]([OH:45])([CH2:18][CH3:19])[SiH2:23][C:2]1[CH:11]=[CH:10][C:9]2[C:8]([CH3:13])([CH3:12])[CH2:7][CH2:6][C:5]([CH3:15])([CH3:14])[C:4]=2[CH:3]=1)[CH3:54]. Procedure: To a −78° C. solution of 2-bromo-5,5,8,8-tetramethyl-5,6,7,8-tetrahydronaphthalene (1.34 g, 5.0 mmol) in 6.9 mL of THF was added n-butyllithium (1.6 M, 3.13 ml, 5.0 mmol). After ten minutes, the solution was added via canula to a B78° C. solution of diethyldichlorosilane (0.61 mL, 5.0 mmol) and THF (4.4 mL) and stirring continued for 1 hour. In a second flask containing 4-bromobenzyl tert-butyldiphenylsilyl ether (Compound 1, 3.19 g, 7.5 μmmol) and THF (2 mL) at −78° C. was added n-butyllithium ... The reactants are NC1=C(C=C(C=N1)CC(=O)OC(C)(C)C)F (tert-butyl 2-(6-amino-5-fluoropyridin-3-yl)acetate), FC(C(=O)O[Si](C)(C)C)(F)F (trimethylsilyl trifluoroacetate), C(OCC)(OCC)OCC (triethyl orthoformate), N(=[N+]=[N-])[Si](C)(C)C (azidotrimethylsilane). The solvent is CCOC(=O)C (EtOAc). Conditions: time 8 hour. The product is FC=1C=C(C=NC1N1N=NN=C1)CC(=O)OC(C)(C)C (tert-butyl 2-(5-fluoro-6-(1H-tetrazol-1-yl)pyridin-3-yl)acetate). Reaction SMILES: [NH2:1][C:2]1[N:7]=[CH:6][C:5]([CH2:8][C:9]([O:11][C:12]([CH3:15])([CH3:14])[CH3:13])=[O:10])=[CH:4][C:3]=1[F:16].FC(F)(F)C(O[Si](C)(C)C)=O.[CH:28](OCC)(OCC)OCC.[N:38]([Si](C)(C)C)=[N+:39]=[N-:40]>CCOC(C)=O>[F:16][C:3]1[CH:4]=[C:5]([CH2:8][C:9]([O:11][C:12]([CH3:13])([CH3:15])[CH3:14])=[O:10])[CH:6]=[N:7][C:2]=1[N:1]1[CH:28]=[N:38][N:39]=[N:40]1. Reported procedure: To tert-butyl 2-(6-amino-5-fluoropyridin-3-yl)acetate (120 mg, 0.53 mmol) in EtOAc (2.6 mL) was added trimethylsilyl trifluoroacetate (156 μL, 0.90 mmol), triethyl orthoformate (156 μl, 0.94 mmol), and azidotrimethylsilane (112 μL, 0.85 mmol). The reaction mixture was stirred at rt overnight. The reaction mixture was concentrated to give the crude product, which was purified by column chromatography to give title compound: LC/MS: [(M+1-56-28)]+=196.4; Starting materials: C(N)(=O)C[C@H]1CCC=2SC=3N=CN=C(C3C2C1)OC1CCC(CC1)NC(OC(C)(C)C)=O (tert-butyl N-(4-[[(12S)-12-(carbamoylmethyl)-8-thia-4,6-diazatricyclo[7.4.0.0[2,7]]trideca-1(9),2(7),3,5-tetraen-3-yl]oxy]cyclohexyl)carbamate), Cl (hydrochloric acid). Solvent: ClCCl (dichloromethane). Conditions: time 8 hour. Product: Cl.NC1CCC(CC1)OC=1C=2C=3C[C@H](CCC3SC2N=CN1)CC(=O)N (2-[(12S)-3-[(4-aminocyclohexyl)oxy]-8-thia-4,6-diazatricyclo[7.4.0.0[2,7]]trideca-1(9),2(7),3,5-tetraen-12-yl]acetamide hydrochloride). RXN SMILES: [C:1]([CH2:4][C@@H:5]1[CH2:17][C:16]2[C:15]3[C:14]([O:18][CH:19]4[CH2:24][CH2:23][CH:22]([NH:25]C(=O)OC(C)(C)C)[CH2:21][CH2:20]4)=[N:13][CH:12]=[N:11][C:10]=3[S:9][C:8]=2[CH2:7][CH2:6]1)(=[O:3])[NH2:2].[ClH:33]>ClCCl>[ClH:33].[NH2:25][CH:22]1[CH2:23][CH2:24][CH:19]([O:18][C:14]2[C:15]3[C:16]4[CH2:17][C@@H:5]([CH2:4][C:1]([NH2:2])=[O:3])[CH2:6][CH2:7][C:8]=4[S:9][C:10]=3[N:11]=[CH:12][N:13]=2)[CH2:20][CH2:21]1 |f:3.4|. Procedure details: Into a 50-mL round-bottom flask purged and maintained with an inert atmosphere of nitrogen, was placed tert-butyl N-(4-[[(12S)-12-(carbamoylmethyl)-8-thia-4,6-diazatricyclo[7.4.0.0[2,7]]trideca-1(9),2(7),3,5-tetraen-3-yl]oxy]cyclohexyl)carbamate (80 mg, 0.17 mmol, 1.00 equiv) in dichloromethane (5 mL) at 0° C. Then hydrochloric acid (6 M, 0.5 mL) was added and the resulting solution was stirred overnight at room temperature. The resulting mixture was concentrated under vacuum to give 86 mg (crud... Starting materials: C1(CC1)NC1=NC(=NC(=N1)NC(CC)=O)N (2-cyclopropylamino-4-propanoylamino-6-amino-1,3,5-triazine), Cl (HCl). Conditions: time 5 minute. Yields the product Cl.C1(CC1)NC1=NC(=NC(=N1)NC(CC)=O)N (2-cyclopropylamino-4-propanoylamino-6-amino-1,3,5-triazine-HCl). Reaction SMILES: [CH:1]1([NH:4][C:5]2[N:10]=[C:9]([NH:11][C:12](=[O:15])[CH2:13][CH3:14])[N:8]=[C:7]([NH2:16])[N:6]=2)[CH2:3][CH2:2]1.[ClH:17]>>[ClH:17].[CH:1]1([NH:4][C:5]2[N:10]=[C:9]([NH:11][C:12](=[O:15])[CH2:13][CH3:14])[N:8]=[C:7]([NH2:16])[N:6]=2)[CH2:2][CH2:3]1 |f:2.3|. Procedure: 2.2 g of 2-cyclopropylamino-4-propanoylamino-6-amino-1,3,5-triazine are dissolved in 6 ml of 2N HCl, and the solution is stirred for 5 minutes at room temperature. After concentration by evaporation and subsequent drying, the product is obtained in the form of white crystalline powder having a melting point of 210°-212° C. Starting materials: C=1C=CC2=C(C1)C(=O)C=CC2=O (naphthoquinone), C(C)(=O)OC=CC=C (1-acetoxybutadiene), CN(C=O)C (dimethylformamide). Solvent: C(C)(=O)O (acetic acid). Run at temperature 125 celsius, time 2 hour. The product is C1=CC=CC=2C(C3=CC=CC=C3C(C12)=O)=O (anthraquinone). Isolated yield 90.0%. Reaction SMILES: [CH:1]1[CH:2]=[CH:3][C:4]2[C:11](=[O:12])[CH:10]=[CH:9][C:7](=[O:8])[C:5]=2[CH:6]=1.C(O[CH:17]=[CH:18][CH:19]=[CH2:20])(=O)C.CN(C)C=O>C(O)(=O)C>[CH:17]1[C:10]2[C:11](=[O:12])[C:4]3[C:5](=[CH:6][CH:1]=[CH:2][CH:3]=3)[C:7](=[O:8])[C:9]=2[CH:20]=[CH:19][CH:18]=1. Procedure details: 15.8 parts by weight of naphthoquinone and 13.0 parts by weight of 1-acetoxybutadiene in 40 parts by volume of dimethylformamide and 10 parts by volume of acetic acid are stirred for 6 hours under nitrogen at 45° - 50° C. Air is then passed in and the batch is stirred for 2 hours at 125° C. After cooling, the anthraquinone which has precipitated is filtered off and washed with dimethylformamide. 18.0 g (90% of theory) of anthraquinone of melting point 284° C are obtained. Reactants: [Cr](=O)(=O)([O-])Cl.[NH+]1=CC=CC=C1 (pyridinium chlorochromate), S(=O)(=O)([O-])[O-].[Mg+2] (magnesium sulfate), ClC1([C@H]([C@H]2CCC=C[C@@H]12)O)Cl ((1R,6S,7S)-8,8-dichlorobicyclo[4.2.0]oct-2-en-7-ol). Solvent: C(Cl)Cl (methylene chloride). Product: ClC1(C([C@H]2CCC=C[C@@H]12)=O)Cl ((1R,6S)-8,8-dichlorobicyclo[4.2.0]oct-2-en-7-one). Yield: 80.3%. As a reaction SMILES: [Cl:1][C:2]1([Cl:11])[C@H:9]2[C@H:4]([CH2:5][CH2:6][CH:7]=[CH:8]2)[C@@H:3]1[OH:10].[Cr](Cl)([O-])(=O)=O.[NH+]1C=CC=CC=1.S([O-])([O-])(=O)=O.[Mg+2]>C(Cl)Cl>[Cl:1][C:2]1([Cl:11])[C@H:9]2[C@H:4]([CH2:5][CH2:6][CH:7]=[CH:8]2)[C:3]1=[O:10] |f:1.2,3.4|. Reported procedure: A mixture of 3.9 g of (1R,6S,7S)-8,8-dichlorobicyclo[4.2.0]oct-2-en-7-ol, prepared as shown in Preparation 22, 9.0 g of pyridinium chlorochromate and 14 g of magnesium sulfate in 200 ml of methylene chloride under nitrogen was refluxed for 4 hours. The mixture was cooled and filtered through celite, then Florisil. Solvent was removed from the eluate under reduced pressure and the residue distilled under vacuum to give 3.1 g of (1R,6S)-8,8-dichlorobicyclo[4.2.0]oct-2-en-7-one, [α]D =+71.4° C., (C... Reactants: CC1=C(C(=NO1)C(=O)C1=C(C=CC=C1)F)[N+](=O)[O-] ((5-methyl-4-nitroisoxazol-3-yl)-2-fluorophenylmethanone), Cl[Sn]Cl (SnCl2), [OH-].[Na+] (sodium hydroxide). Solvent: O1CCCC1 (tetrahydrofuran), Cl (hydrochloric acid), O1CCCC1 (THF). Yields the product NC=1C(=NOC1C)C(=O)C1=C(C=CC=C1)F ((4-Amino-5-methylisoxazol-3-yl)-2-fluorophenylmethanone). The yield is 44.0%. Reaction SMILES: [CH3:1][C:2]1[O:6][N:5]=[C:4]([C:7]([C:9]2[CH:14]=[CH:13][CH:12]=[CH:11][C:10]=2[F:15])=[O:8])[C:3]=1[N+:16]([O-])=O.Cl[Sn]Cl.[OH-].[Na+]>O1CCCC1.Cl>[NH2:16][C:3]1[C:4]([C:7]([C:9]2[CH:14]=[CH:13][CH:12]=[CH:11][C:10]=2[F:15])=[O:8])=[N:5][O:6][C:2]=1[CH3:1] |f:2.3|. Reported procedure: A solution of (5-methyl-4-nitroisoxazol-3-yl)-2-fluorophenylmethanone of Example VIa (6.2 g, 25 mmoles) in tetrahydrofuran (THF) (25 ml) was added to a mixture of SnCl2 2H2O (22.4 g, 100 mmoles) in concentrated hydrochloric acid (40 ml) and THF (20 ml) with ice-bath cooling over 1 hour. After warming to room temperature, the reaction mixture was poured into cold 10% sodium hydroxide (500 ml) with stirring and extracted with ethyl acetate. The extracts were washed with dilute sodium chloride and ... Reactants: NC=1C=CC(=C(C1)CN(C(=O)C(C1=CC(=C(C=C1)[C@H](CO)C)C)NC=1C=C2C(=CN=C(C2=CC1)N(C(OC(C)(C)C)=O)C(=O)OC(C)(C)C)F)C)S(=O)(=O)CC (tert-Butyl N-(6-{[({[5-amino-2-(ethanesulfonyl)phenyl]methyl}(methyl)carbamoyl)({4-[(2R)-1-hydroxypropan-2-yl]-3-methylphenyl})methyl]amino}-4-fluoroisoquinolin-1-yl)-N-[(tert-butoxy)carbonyl]carbamate), C(=O)(Cl)Cl (phosgene), TEA. Run in C(C)#N (acetonitrile), ClCCl (dichloromethane), ClCCl (dichloromethane). Reaction conditions: temperature 0 celsius, time 40 minute. The product is C(C)(C)(C)OC(=O)N(C(OC(C)(C)C)=O)C1=NC=C(C2=CC(=CC=C12)N[C@@H]1C2=CC(=C([C@H](COC(NC=3C=CC(=C(CN(C1=O)C)C3)S(=O)(=O)CC)=O)C)C=C2)C)F (tert-Butyl N-[(tert-butoxy)carbonyl]-N-(6-{[(2R,15R)-7-(ethanesulfonyl)-4,15,17-trimethyl-3,12-dioxo-13-oxa-4,11-diazatricyclo[14.2.2.16,10]henicosa-1(18),6,8,10 (21),16,19-hexaen-2-yl]amino}-4-fluoroisoquinolin-1-yl)carbamate). Yield: 31.9%. Reaction SMILES: [NH2:1][C:2]1[CH:3]=[CH:4][C:5]([S:52]([CH2:55][CH3:56])(=[O:54])=[O:53])=[C:6]([CH2:8][N:9]([CH3:51])[C:10]([CH:12]([NH:24][C:25]2[CH:26]=[C:27]3[C:32](=[CH:33][CH:34]=2)[C:31]([N:35]([C:43]([O:45][C:46]([CH3:49])([CH3:48])[CH3:47])=[O:44])[C:36](=[O:42])[O:37][C:38]([CH3:41])([CH3:40])[CH3:39])=[N:30][CH:29]=[C:28]3[F:50])[C:13]2[CH:18]=[CH:17][C:16]([C@@H:19]([CH3:22])[CH2:20][OH:21])=[C:15]([CH3:23])[CH:14]=2)=[O:11])[CH:7]=1.[C:57](Cl)(Cl)=[O:58]>C(#N)C.ClCCl>[C:38]([O:37][C:36]([N:35]([C:31]1[C:32]2[C:27](=[CH:26][C:25]([NH:24][C@H:12]3[C:10](=[O:11])[N:9]([CH3:51])[CH2:8][C:6]4[CH:7]=[C:2]([CH:3]=[CH:4][C:5]=4[S:52]([CH2:55][CH3:56])(=[O:54])=[O:53])[NH:1][C:57](=[O:58])[O:21][CH2:20][C@H:19]([CH3:22])[C:16]4[CH:17]=[CH:18][C:13]3=[CH:14][C:15]=4[CH3:23])=[CH:34][CH:33]=2)[C:28]([F:50])=[CH:29][N:30]=1)[C:43](=[O:44])[O:45][C:46]([CH3:47])([CH3:48])[CH3:49])=[O:42])([CH3:41])([CH3:39])[CH3:40]. Reported procedure: To a solution of 3D (303 mg, 0.382 mmol) in acetonitrile (7 mL) and dichloromethane (4 mL) at 0° C., was added phosgene solution (20% in toluene) (0.241 mL, 0.458 mmol) dropwise. The mixture was stirred at 0° C. for 40 min, then at rt for 10 min while extra phosgene was removed by bubbling Ar. The resulting solution was added dropwise via syringe pump into a solution of TEA (0.426 mL, 3.05 mmol) in dichloromethane (120 mL) at rt over 3.0 h. The solution was stirred at rt for additional 45 min. S...